Dataset: the Open Reaction Database (ORD), a public repository of structured organic reaction records. Task: describe an organic reaction: reactants, conditions, products, and yield The reactants are OB(O)c1ccccc1 (effective_coupling_partner), Cn3c1ccccc1c2ccc(OC(=O)C(C)(C)C)cc23 (substrate). Reagents/catalysts: PCy3. Reaction conditions: temperature 110 celsius, time 24 hour. Yields the product Cn4c1ccccc1c3ccc(c2ccccc2)cc34.